Dataset: the Open Reaction Database (ORD), a public repository of structured organic reaction records. Task: describe an organic reaction: reactants, conditions, products, and yield Reactants: ClC1=C(C=CC(=C1)OC1=C(C=CC=C1)Cl)C(C)=O (1-[2-chloro-4-(2-chloro-phenoxy)-phenyl]-ethanone), NO (hydroxylamine). Solvent: C(C)O (ethanol). Product: ClC1=C(C=CC(=C1)OC1=C(C=CC=C1)Cl)C(C)=NO (1-[2-chloro-4-(2-chloro-phenoxy)-phenyl]-ethanone-oxime). Reaction SMILES: [Cl:1][C:2]1[CH:7]=[C:6]([O:8][C:9]2[CH:14]=[CH:13][CH:12]=[CH:11][C:10]=2[Cl:15])[CH:5]=[CH:4][C:3]=1[C:16](=O)[CH3:17].[NH2:19][OH:20]>C(O)C>[Cl:1][C:2]1[CH:7]=[C:6]([O:8][C:9]2[CH:14]=[CH:13][CH:12]=[CH:11][C:10]=2[Cl:15])[CH:5]=[CH:4][C:3]=1[C:16](=[N:19][OH:20])[CH3:17]. Procedure details: A mixture of 2.4 g (8.54 mmol) of 1-[2-chloro-4-(2-chloro-phenoxy)-phenyl]-ethanone and 0.76 mL hydroxylamine solution (50% in water) in 60 mL ethanol was refluxed for 24 hours. Then the mixture was evaporated to dryness and the residue was purified by chromatography (silica gel column, methylene chloride). Starting materials: C1=C(C=CC2=CC=CC=C12)C1(CCCC1)C#N (1-Naphthalen-2-yl-cyclopentanecarbonitrile), ClC1=C(C=C(C=C1)Cl)C1(CCCC1)C=O (1-(2,5-dichloro-phenyl)-cyclopentanecarbaldehyde). Product: C1=C(C=CC2=CC=CC=C12)C1(CCCC1)C=O (1-Naphthalen-2-yl-cyclopentanecarbaldehyde). The yield is 82.8%. RXN SMILES: [CH:1]1[C:10]2[C:5](=[CH:6][CH:7]=[CH:8][CH:9]=2)[CH:4]=[CH:3][C:2]=1[C:11]1([C:16]#N)[CH2:15][CH2:14][CH2:13][CH2:12]1.ClC1C=CC(Cl)=CC=1C1(C=[O:32])CCCC1>>[CH:1]1[C:10]2[C:5](=[CH:6][CH:7]=[CH:8][CH:9]=2)[CH:4]=[CH:3][C:2]=1[C:11]1([CH:16]=[O:32])[CH2:15][CH2:14][CH2:13][CH2:12]1. Procedure: 1-Naphthalen-2-yl-cyclopentanecarbaldehyde (212) (21.0 g, 82.77%) was synthesized as a colourless liquid from 1-naphthalen-2-yl-cyclopentanecarbonitrile (211) (25.0 g, 113.12 mmol) following the procedure described for 1-(2,5-dichlorophenyl)-cyclopentanecarbaldehyde (199). The reactants are Nc1ccc(N2CCC(O)C2)nc1, O=C(O)c1nc(-c2ccccc2)oc1C(F)(F)F. Product: O=C(Nc1ccc(N2CCC(O)C2)nc1)c1nc(-c2ccccc2)oc1C(F)(F)F. As a reaction SMILES: [NH2:19][c:20]1[cH:21][cH:22][c:23]([N:26]2[CH2:27][CH:28]([OH:31])[CH2:29][CH2:30]2)[n:24][cH:25]1.[c:1]1(-[c:7]2[o:8][c:9]([C:15]([F:16])([F:17])[F:18])[c:10]([C:12](=[O:13])[OH:14])[n:11]2)[cH:2][cH:3][cH:4][cH:5][cH:6]1>>[c:1]1(-[c:7]2[o:8][c:9]([C:15]([F:16])([F:17])[F:18])[c:10]([C:12](=[O:14])[NH:19][c:20]3[cH:21][cH:22][c:23]([N:26]4[CH2:27][CH:28]([OH:31])[CH2:29][CH2:30]4)[n:24][cH:25]3)[n:11]2)[cH:2][cH:3][cH:4][cH:5][cH:6]1.